From a dataset of the Open Reaction Database (ORD), a public repository of structured organic reaction records. describe an organic reaction: reactants, conditions, products, and yield The reactants are O=C(Br)CBr, O=C([O-])[O-], ClCCl, [K+], [K+], Nc1ccccc1F, O. Product: O=C(CBr)Nc1ccccc1F. Reaction SMILES: [Br:15][CH2:16][C:17](=[O:18])[Br:19].[C:9](=[O:10])([O-:11])[O-:12].[Cl:21][CH2:22][Cl:23].[K+:13].[K+:14].[NH2:1][c:2]1[cH:3][cH:4][cH:5][cH:6][c:7]1[F:8].[OH2:20]>>[NH:1]([c:2]1[cH:3][cH:4][cH:5][cH:6][c:7]1[F:8])[C:17]([CH2:16][Br:15])=[O:18]. Reactants: O=C([O-])[O-], O=C(Cl)Oc1ccccc1, ClCCl, [K+], [K+], CC(C)(C)c1cc(N)n(-c2ccc(C#N)cc2)n1. Product: CC(C)(C)c1cc(NC(=O)Oc2ccccc2)n(-c2ccc(C#N)cc2)n1. As a reaction SMILES: [C:19](=[O:20])([O-:21])[O-:22].[Cl:25][C:26](=[O:27])[O:28][c:29]1[cH:30][cH:31][cH:32][cH:33][cH:34]1.[Cl:35][CH2:36][Cl:37].[K+:23].[K+:24].[NH2:1][c:2]1[cH:3][c:4]([C:15]([CH3:16])([CH3:17])[CH3:18])[n:5][n:6]1-[c:7]1[cH:8][cH:9][c:10]([C:11]#[N:12])[cH:13][cH:14]1>>[NH:1]([c:2]1[cH:3][c:4]([C:15]([CH3:16])([CH3:17])[CH3:18])[n:5][n:6]1-[c:7]1[cH:8][cH:9][c:10]([C:11]#[N:12])[cH:13][cH:14]1)[C:26](=[O:27])[O:28][c:29]1[cH:30][cH:31][cH:32][cH:33][cH:34]1. Reactants: formula III, C(C(=O)Cl)(=O)Cl (oxalyl chloride), acid chloride, O1C(CCCC1)C(=O)N1CCNCC1 ((tetrahydro-pyran-2-carbonyl)piperazine), NC1=NC(=NC2=CC(=C(C=C12)OC)OC)Cl (4-amino-2-chloro-6,7-dimethoxyquinazoline), C(C1=CC=CC=C1)N1CCN(CC1)C(=O)C1OCCCC1 (N-benzyl-N'-(tetrahydropyran-2-carbonyl)piperazine), [Na+].O1C(CCC=C1)C(=O)[O-] (3,4-dihydro-2H-pyran-2 carboxylic acid sodium salt), O1C(CCCC1)C(=O)O (tetrahydro-pyran-2-carboxylic acid), C(C1=CC=CC=C1)N1CCNCC1 (N-benzyl piperazine). Yields the product O1C(CCCC1)C(=O)N1CCN(CC1)C1=NC2=CC(=C(C=C2C(=N1)N)OC)OC (2-[ 4-(tetrahydro-pyran-2-carbonyl)piperazinyl]-4-amino-6,7-dimethoxyquinazoline). Reaction SMILES: [Na+].O1C=CCCC1C([O-])=O.O1CCCCC1C(O)=O.C(Cl)(=O)C(Cl)=O.C(N1CCNCC1)C1C=CC=CC=1.[CH2:39]([N:46]1[CH2:51][CH2:50][N:49]([C:52]([CH:54]2[CH2:59][CH2:58][CH2:57][CH2:56][O:55]2)=[O:53])[CH2:48][CH2:47]1)C1C=CC=CC=1.O1CCCCC1C(N1CCNCC1)=O.[NH2:74][C:75]1[C:84]2[C:79](=[CH:80][C:81]([O:87][CH3:88])=[C:82]([O:85][CH3:86])[CH:83]=2)[N:78]=C(Cl)[N:76]=1>>[O:55]1[CH2:56][CH2:57][CH2:58][CH2:59][CH:54]1[C:52]([N:49]1[CH2:48][CH2:47][N:46]([C:39]2[N:74]=[C:75]([NH2:76])[C:84]3[C:79](=[CH:80][C:81]([O:87][CH3:88])=[C:82]([O:85][CH3:86])[CH:83]=3)[N:78]=2)[CH2:51][CH2:50]1)=[O:53] |f:0.1|. Procedure: To prepare the compound of formula III, the 3,4-dihydro-2H-pyran-2 carboxylic acid sodium salt is hydrogenated to the tetrahydro-pyran-2-carboxylic acid. This compound converted to the acid chloride with oxalyl chloride and is then treated with N-benzyl piperazine. The resultant N-benzyl-N'-(tetrahydropyran-2-carbonyl)piperazine is hydrogenated to giveN-(tetrahydro-pyran-2-carbonyl)piperazine. This compound is reacted with the known compound 4-amino-2-chloro-6,7-dimethoxyquinazoline to give the ... Starting materials: CCN=C=NCCCN(C)C.Cl (EDCI.HCl), C=1C=CC2=C(C1)N=NN2O (HOBt), CCN(C(C)C)C(C)C (DIPEA), C(C)OC(CC(=O)O)=O (malonic acid monoethyl ester), C(C)(C)(C)OC(=O)N1CCNCC1 (piperazine-1-carboxylic acid tert-butyl ester). The solvent is CN(C)C=O (DMF), O (water). Conditions: temperature 10 celsius, time 8 hour. The product is C(C)(C)(C)OC(=O)N1CCN(CC1)C(CC(=O)OCC)=O (4-(2-ethoxycarbonyl-acetyl)-piperazine-1-carboxylic acid tert-butyl ester). Yield: 80.5%. Reaction SMILES: C1C=CC2N(O)N=NC=2C=1.CCN(C(C)C)C(C)C.[CH2:20]([O:22][C:23](=[O:28])[CH2:24][C:25]([OH:27])=O)[CH3:21].CCN=C=NCCCN(C)C.Cl.[C:41]([O:45][C:46]([N:48]1[CH2:53][CH2:52][NH:51][CH2:50][CH2:49]1)=[O:47])([CH3:44])([CH3:43])[CH3:42]>CN(C=O)C.O>[C:41]([O:45][C:46]([N:48]1[CH2:53][CH2:52][N:51]([C:25](=[O:27])[CH2:24][C:23]([O:22][CH2:20][CH3:21])=[O:28])[CH2:50][CH2:49]1)=[O:47])([CH3:44])([CH3:42])[CH3:43] |f:3.4|. Procedure: HOBt (3.48 g, 25.8 mmol) and DIPEA (6.94 g, 53.8 mmol) were added to a stirred solution of malonic acid monoethyl ester (2.84 g, 21.5 mmol) in DMF (10 mL). The reaction mixture was cooled to 10° C. and EDCI.HCl (4.95 g, 25.8 mmol) followed by piperazine-1-carboxylic acid tert-butyl ester (4 g, 21.5 mmol) were added. The reaction mixture was stirred at room temperature overnight then diluted with water. The product was extracted with ethyl acetate and the ethyl acetate was washed with brine solut... Starting materials: COC(C(C(C)=O)CC(C1=C(C=CC=C1)OC(F)(F)F)=O)=O (3-oxo-2-[2-oxo-2-(2-trifluoromethoxy-phenyl)-ethyl]-butyric acid methyl ester), C([C@@H]1CCCO1)N ((S)-tetrahydrofurfurylamine), C1(=CC=C(C=C1)S(=O)(=O)O)C (p-toluene sulfonic acid). Solvent: CO (methanol). Yields the product COC(=O)C1=C(N(C(=C1)C1=C(C=CC=C1)OC(F)(F)F)C[C@H]1OCCC1)C (2-methyl-1-[(S)-1-(tetrahydro-furan-2-yl)methyl]-5-(2-trifluoromethoxy-phenyl)-1H-pyrrole-3-carboxylic acid methyl ester). RXN SMILES: [CH3:1][O:2][C:3](=[O:22])[CH:4]([CH2:8][C:9](=O)[C:10]1[CH:15]=[CH:14][CH:13]=[CH:12][C:11]=1[O:16][C:17]([F:20])([F:19])[F:18])[C:5](=O)[CH3:6].[CH2:23]([NH2:29])[C@H:24]1[O:28][CH2:27][CH2:26][CH2:25]1.C1(C)C=CC(S(O)(=O)=O)=CC=1>CO>[CH3:1][O:2][C:3]([C:4]1[CH:8]=[C:9]([C:10]2[CH:15]=[CH:14][CH:13]=[CH:12][C:11]=2[O:16][C:17]([F:20])([F:19])[F:18])[N:29]([CH2:23][C@@H:24]2[CH2:25][CH2:26][CH2:27][O:28]2)[C:5]=1[CH3:6])=[O:22]. Reported procedure: To a solution of 250 mg of 3-oxo-2-[2-oxo-2-(2-trifluoromethoxy-phenyl)-ethyl]-butyric acid methyl ester in methanol was added 84 μl of (S)-tetrahydrofurfurylamine and 5 mg of p-toluene sulfonic acid. The reaction mixture was then heated at reflux for 24 hours. After such time the reaction mixture was allowed to cool to room temperature before being concentrated in vacuo and purified by column chromatography to give 171 mg of the title compound; MS (EI) 383.1 (M)+.